Dataset: the Open Reaction Database (ORD), a public repository of structured organic reaction records. Task: describe an organic reaction: reactants, conditions, products, and yield Starting materials: Cl, [K+], O=[N+]([O-])c1ccc2ncncc2c1, [OH-], Cl[Sn]Cl. The product is Nc1ccc2ncncc2c1. Reaction SMILES: [ClH:19].[K+:18].[N+:4]([O-:5])(=[O:6])[c:7]1[cH:8][c:9]2[cH:10][n:11][cH:12][n:13][c:14]2[cH:15][cH:16]1.[OH-:17].[Sn:1]([Cl:2])[Cl:3]>>[NH2:4][c:7]1[cH:8][c:9]2[cH:10][n:11][cH:12][n:13][c:14]2[cH:15][cH:16]1. Starting materials: CC(C)(C)OC(=O)N1CC2CN(Cc3ccccc3)CC(C1)O2, CCO. Product: CC(C)(C)OC(=O)N1CC2CNCC(C1)O2. RXN SMILES: [CH2:1]([c:2]1[cH:3][cH:4][cH:5][cH:6][cH:7]1)[N:8]1[CH2:9][CH:10]2[CH2:11][N:12]([C:17](=[O:18])[O:19][C:20]([CH3:21])([CH3:22])[CH3:23])[CH2:13][CH:14]([CH2:15]1)[O:16]2.[CH3:24][CH2:25][OH:26]>>[NH:8]1[CH2:9][CH:10]2[CH2:11][N:12]([C:17](=[O:18])[O:19][C:20]([CH3:21])([CH3:22])[CH3:23])[CH2:13][CH:14]([CH2:15]1)[O:16]2. Reactants: CN(C)C=O, CCOC(=O)CCl, CCOC(=O)c1c(C)cc2[nH]c(=O)n(-c3ccccc3Cl)c(=O)c2c1C, [H-], [Na+]. Product: CCOC(=O)Cn1c(=O)n(-c2ccccc2Cl)c(=O)c2c(C)c(C(=O)OCC)c(C)cc21. As a reaction SMILES: [CH3:36][N:37]([CH3:38])[CH:39]=[O:40].[Cl:29][CH2:30][C:31](=[O:32])[O:33][CH2:34][CH3:35].[Cl:3][c:4]1[c:5](-[n:10]2[c:11](=[O:28])[nH:12][c:13]3[cH:14][c:15]([CH3:27])[c:16]([C:22](=[O:23])[O:24][CH2:25][CH3:26])[c:17]([CH3:21])[c:18]3[c:19]2=[O:20])[cH:6][cH:7][cH:8][cH:9]1.[H-:1].[Na+:2]>>[Cl:3][c:4]1[c:5](-[n:10]2[c:11](=[O:28])[n:12]([CH2:30][C:31](=[O:32])[O:33][CH2:34][CH3:35])[c:13]3[cH:14][c:15]([CH3:27])[c:16]([C:22](=[O:23])[O:24][CH2:25][CH3:26])[c:17]([CH3:21])[c:18]3[c:19]2=[O:20])[cH:6][cH:7][cH:8][cH:9]1.